The task is: describe an organic reaction: reactants, conditions, products, and yield. This data is from the Open Reaction Database (ORD), a public repository of structured organic reaction records. Starting materials: CC(=O)OC(C)=O, CCOC(C)=O, CN(C)c1ccncc1, O=C(O)c1cc2cc(O)ccc2n1Cc1ccc(Cl)c(Cl)c1. As a reaction SMILES: [CH3:23][C:24](=[O:25])[O:26][C:27](=[O:28])[CH3:29].[CH3:30][CH2:31][O:32][C:33](=[O:34])[CH3:35].[CH3:36][N:37]([CH3:38])[c:39]1[cH:40][cH:41][n:42][cH:43][cH:44]1.[Cl:1][c:2]1[cH:3][c:4]([CH2:5][n:6]2[c:7]([C:16](=[O:17])[OH:18])[cH:8][c:9]3[cH:10][c:11]([OH:15])[cH:12][cH:13][c:14]23)[cH:19][cH:20][c:21]1[Cl:22]>>[Cl:1][c:2]1[cH:3][c:4]([CH2:5][n:6]2[c:7]([C:16](=[O:17])[OH:18])[cH:8][c:9]3[cH:10][c:11]([O:15][C:24]([CH3:23])=[O:25])[cH:12][cH:13][c:14]23)[cH:19][cH:20][c:21]1[Cl:22]. Yields the product CC(=O)Oc1ccc2c(c1)cc(C(=O)O)n2Cc1ccc(Cl)c(Cl)c1. Reactants: CC1CC(C)N(CCCN)C1, O=S(=O)(Cl)c1ccc(I)cc1, c1ccccc1. Yields the product CC1CC(C)N(CCCNS(=O)(=O)c2ccc(I)cc2)C1. RXN SMILES: [CH3:1][CH:2]1[N:3]([CH2:8][CH2:9][CH2:10][NH2:11])[CH2:4][CH:5]([CH3:7])[CH2:6]1.[I:12][c:13]1[cH:14][cH:15][c:16]([S:19](=[O:20])(=[O:21])[Cl:22])[cH:17][cH:18]1.[cH:23]1[cH:24][cH:25][cH:26][cH:27][cH:28]1>>[CH3:1][CH:2]1[N:3]([CH2:8][CH2:9][CH2:10][NH:11][S:19]([c:16]2[cH:15][cH:14][c:13]([I:12])[cH:18][cH:17]2)(=[O:20])=[O:21])[CH2:4][CH:5]([CH3:7])[CH2:6]1.